From a dataset of the Open Reaction Database (ORD), a public repository of structured organic reaction records. describe an organic reaction: reactants, conditions, products, and yield The reactants are NC(=S)N (thiourea), C1(=CC=C(C=C1)S(=O)(=O)N=C=O)C (para-toluenesulfonylisocyanate). Run in O1CCOCC1 (dioxane). Reaction conditions: temperature 100 celsius, time 8 hour. Yields the product C1(=CC=C(C=C1)S(=O)(=O)NC(=S)N)C (para-Toluene Sulfonyl Thiourea). As a reaction SMILES: [NH2:1][C:2]([NH2:4])=[S:3].[C:5]1([CH3:17])[CH:10]=[CH:9][C:8]([S:11](N=C=O)(=[O:13])=[O:12])=[CH:7][CH:6]=1>O1CCOCC1>[C:5]1([CH3:17])[CH:10]=[CH:9][C:8]([S:11]([NH:1][C:2]([NH2:4])=[S:3])(=[O:13])=[O:12])=[CH:7][CH:6]=1. Procedure details: In a 100 mL RBF equipped with a condenser, thermo-probe, sealed system nitrogen purge, pressure-equilibrated addition funnel and magnetic stirrer were placed thiourea (9.36 g, 0.12 mol) and dioxane (50 mL). The mixture was warmed to a temperature of 100° C. to encourage dissolution. The mixture was then cooled to a temperature of about 20° C., at which point para-toluenesulfonylisocyanate (25.0 g, 0.12 mol) was added slowly over a period of time of 1 hour. A milky-white suspension was observed t... Starting materials: C1CCNC1, Cc1ccccc1, O=C1Cc2ccc(Cl)cc2N1, C=CCCC(=O)c1cccc(Cl)c1. Product: C=CCCC(=C1C(=O)Nc2cc(Cl)ccc21)c1cccc(Cl)c1. Reaction SMILES: [CH2:25]1[CH2:26][NH:27][CH2:28][CH2:29]1.[CH3:30][c:31]1[cH:32][cH:33][cH:34][cH:35][cH:36]1.[Cl:14][c:15]1[cH:16][cH:17][c:18]2[c:22]([cH:23]1)[NH:21][C:20](=[O:24])[CH2:19]2.[Cl:1][c:2]1[cH:3][c:4]([C:8]([CH2:9][CH2:10][CH:11]=[CH2:12])=[O:13])[cH:5][cH:6][cH:7]1>>[Cl:1][c:2]1[cH:3][c:4]([C:8]([CH2:9][CH2:10][CH:11]=[CH2:12])=[C:19]2[c:18]3[cH:17][cH:16][c:15]([Cl:14])[cH:23][c:22]3[NH:21][C:20]2=[O:24])[cH:5][cH:6][cH:7]1. The reactants are CC(=O)Oc1ccc(C(=O)O)cc1, O=C(Cl)C(=O)Cl, ClCCl, CN(C)C=O. Product: CC(=O)Oc1ccc(C(=O)Cl)cc1. RXN SMILES: [C:1]([CH3:2])(=[O:3])[O:4][c:5]1[cH:6][cH:7][c:8]([C:9](=[O:10])[OH:11])[cH:12][cH:13]1.[Cl:19][C:20]([C:21]([Cl:22])=[O:23])=[O:24].[Cl:25][CH2:26][Cl:27].[O:14]=[CH:15][N:16]([CH3:17])[CH3:18]>>[C:1]([CH3:2])(=[O:3])[O:4][c:5]1[cH:6][cH:7][c:8]([C:9](=[O:10])[Cl:19])[cH:12][cH:13]1. Reactants: CC(C)C[Al+]CC(C)C, ClCCl, CO, Cl, CCOC(=O)C1CC(Oc2ccc(F)cc2)C1, [H-]. Yields the product O=CC1CC(Oc2ccc(F)cc2)C1. As a reaction SMILES: [CH2:19]([Al+:20][CH2:21][CH:22]([CH3:23])[CH3:24])[CH:25]([CH3:26])[CH3:27].[CH2:31]([Cl:32])[Cl:33].[CH3:28][OH:29].[ClH:30].[F:1][c:2]1[cH:3][cH:4][c:5]([O:6][CH:7]2[CH2:8][CH:9]([C:11](=[O:12])[O:13][CH2:14][CH3:15])[CH2:10]2)[cH:16][cH:17]1.[H-:18]>>[F:1][c:2]1[cH:3][cH:4][c:5]([O:6][CH:7]2[CH2:8][CH:9]([CH:11]=[O:12])[CH2:10]2)[cH:16][cH:17]1. The reactants are C(C1=CC=CC=C1)OC(=O)NCCC(=O)N[C@@H](CC1=CNC=N1)C(=O)O (3-(benzyloxycarbonylamino) propionyl-L-histidine), C(C)O.Cl (HCl ethanol). Run in C(C)O (ethanol). Product: C(C)OC([C@@H](NC(CCNC(=O)OCC1=CC=CC=C1)=O)CC1=CNC=N1)=O (3-(Benzyloxycarbonylamino)propionyl-L-histidine ethyl ester). As a reaction SMILES: [CH2:1]([O:8][C:9]([NH:11][CH2:12][CH2:13][C:14]([NH:16][C@H:17]([C:24]([OH:26])=[O:25])[CH2:18][C:19]1[N:23]=[CH:22][NH:21][CH:20]=1)=[O:15])=[O:10])[C:2]1[CH:7]=[CH:6][CH:5]=[CH:4][CH:3]=1.[CH2:27](O)[CH3:28].Cl>C(O)C>[CH2:27]([O:25][C:24](=[O:26])[C@H:17]([CH2:18][C:19]1[N:23]=[CH:22][NH:21][CH:20]=1)[NH:16][C:14](=[O:15])[CH2:13][CH2:12][NH:11][C:9]([O:8][CH2:1][C:2]1[CH:3]=[CH:4][CH:5]=[CH:6][CH:7]=1)=[O:10])[CH3:28] |f:1.2|. Procedure: A 1 L round-bottom flask, under nitrogen atmosphere, is loaded with 40 g of 3-(benzyloxycarbonylamino) propionyl-L-histidine, 200 g of absolute ethanol and 80 g of an 8M HCl ethanol solution.